Dataset: the Open Reaction Database (ORD), a public repository of structured organic reaction records. Task: describe an organic reaction: reactants, conditions, products, and yield Starting materials: OC1=C(C(=O)N)C=CC(=N1)O (2,6-dihydroxynicotinamide), C1CC(=O)N(C1=O)I (NIS). The solvent is C(Cl)Cl (DCM). Conditions: time 20 minute. Yields the product OC1=C(C(=O)N)C=C(C(=N1)O)I (2,6-dihydroxy-5-iodonicotinamide). Reaction SMILES: [OH:1][C:2]1[N:10]=[C:9]([OH:11])[CH:8]=[CH:7][C:3]=1[C:4]([NH2:6])=[O:5].C1C(=O)N([I:19])C(=O)C1>C(Cl)Cl>[OH:1][C:2]1[N:10]=[C:9]([OH:11])[C:8]([I:19])=[CH:7][C:3]=1[C:4]([NH2:6])=[O:5]. Procedure: A mixture of compound 2,6-dihydroxynicotinamide (20 g, 0.13 mol) and NIS (29.2 g, 0.13 mol) in DCM (1000 mL) was stirred at r.t for 20 min. The mixture was concentrated in vacuo to afford crude compound 2,6-dihydroxy-5-iodonicotinamide. (50 g) which was used for the next step directly. 1H-NMR (400 MHz, DMSO-d6) δ (ppm) 11.04 (bs, 1H), 8.46 (s, 1H), 2.55 (s, 4H). The reactants are N\C(=C/C(=O)NC1=CC(=C(C=C1)NC(CC1=CC2=CC=CC=C2C=C1)(C)C)Cl)\C ((Z)-3-amino-N-(3-chloro-4-((2-methyl-1-(naphthalen-2-yl)propan-2-yl)amino)phenyl)but-2-enamide), C(C)(OCC)(OCC)OCC (triethyl orthoacetate). Conditions: temperature 150 celsius, time 12 hour. The product is ClC=1C=C(C=CC1NC(CC1=CC2=CC=CC=C2C=C1)(C)C)N1C(=NC(=CC1=O)C)C (3-(3-chloro-4-((2-methyl-1-(naphthalen-2-yl)propan-2-yl)amino)phenyl)-2,6-dimethylpyrimidin-4(3H)-one). Isolated yield 76.0%. RXN SMILES: [NH2:1]/[C:2](/[CH3:29])=[CH:3]\[C:4]([NH:6][C:7]1[CH:12]=[CH:11][C:10]([NH:13][C:14]([CH3:27])([CH3:26])[CH2:15][C:16]2[CH:25]=[CH:24][C:23]3[C:18](=[CH:19][CH:20]=[CH:21][CH:22]=3)[CH:17]=2)=[C:9]([Cl:28])[CH:8]=1)=[O:5].[C:30](OCC)(OCC)(OCC)[CH3:31]>>[Cl:28][C:9]1[CH:8]=[C:7]([N:6]2[C:4](=[O:5])[CH:3]=[C:2]([CH3:29])[N:1]=[C:30]2[CH3:31])[CH:12]=[CH:11][C:10]=1[NH:13][C:14]([CH3:26])([CH3:27])[CH2:15][C:16]1[CH:25]=[CH:24][C:23]2[C:18](=[CH:19][CH:20]=[CH:21][CH:22]=2)[CH:17]=1. Procedure details: A mixture of (Z)-3-amino-N-(3-chloro-4-((2-methyl-1-(naphthalen-2-yl)propan-2-yl)amino)phenyl)but-2-enamide and (2.0 g, 4.90 mmol) and triethyl orthoacetate (20 mL) was stirred at 150° C. for 12 h. The mixture was cooled to rt and concentrated in vacuo. The residue was purified by a silica gel column chromatography (PE/EtOAc (V/V)=1:1) to give the title compound as a pale yellow solid (1.59 g, 76%). The compound was characterized by the following spectroscopic data: The reactants are C(\C=C/C)[Si]1(O[C@@H]([C@H](N1C)C)C1=CC=CC=C1)Cl ((4R,5R)-2-((cis)-but-2-enyl)-2-chloro-3,4-dimethyl-5-phenyl-[1,3,2]oxazasilolidine), Cl (HCl), CCOC(=O)C (EtOAc), C(CCC1=CC=CC=C1)=O (dihydrocinnamaldehyde). The solvent is C1(=CC=CC=C1)C (toluene). Conditions: temperature -10 celsius, time 12 hour. The product is C[C@H]([C@H](CCC1=CC=CC=C1)O)C=C ((3S,4S)-4-Methyl-1-phenyl-hex-5-en-3-ol). Yield: 61.0%. As a reaction SMILES: [CH2:1]([Si]1(Cl)N(C)[C@H](C)[C@@H](C2C=CC=CC=2)O1)/[CH:2]=[CH:3]\[CH3:4].[CH:19](=[O:28])[CH2:20][CH2:21][C:22]1[CH:27]=[CH:26][CH:25]=[CH:24][CH:23]=1.Cl.CCOC(C)=O>C1(C)C=CC=CC=1>[CH3:4][C@@H:3]([CH:2]=[CH2:1])[C@@H:19]([OH:28])[CH2:20][CH2:21][C:22]1[CH:27]=[CH:26][CH:25]=[CH:24][CH:23]=1. Procedure: Enantioselective crotylation of dihydrocinnamaldehyde to give (3S,4S)-4-Methyl-1-phenyl-hex-5-en-3-ol: To a cooled (−10° C.) solution of (4R,5R)-2-((cis)-but-2-enyl)-2-chloro-3,4-dimethyl-5-phenyl-[1,3,2]oxazasilolidine (0.431 g, 1.5 mmol) in toluene (2.5 mL) was added dihydrocinnamaldehyde (0.132 mL, 1.0 mmol). The reaction mixture was allowed to stir for 12 hours at −10° C. To this solution was added 1N HCl (4 mL) and EtOAc (4 mL) and the mixture was stirred for 10 min. The layers were separat... The reactants are C(C1=CC=CC=C1)[C@@H](CO)NC1=C2N=CN(C2=NC(=N1)Cl)[C@H]1[C@@H]([C@@H]([C@H](C1)NC(CO)=O)O)O (N-{(1S,2R,3S,4R)-4-[6-((S)-1-Benzyl-2-hydroxy-ethylamino)-2-chloro-purin-9-yl]-2,3-dihydroxy-cyclopentyl}-2-hydroxy-acetamide), C(C)(C)(C)OC(NCC#C)=O (prop-2-ynyl-carbamic acid tert-butyl ester), C1(=CC=CC=C1)P(C1=CC=CC=C1)C1=CC=CC=C1 (triphenylphosphine). Reagents/catalysts: [Cu]I (CuI), Cl[Pd]([P](C1=CC=CC=C1)(C2=CC=CC=C2)C3=CC=CC=C3)([P](C4=CC=CC=C4)(C5=CC=CC=C5)C6=CC=CC=C6)Cl (bis(triphenylphosphine)-palladium(II) chloride). Run in C(C)NCC (diethylamine), CN(C)C=O (DMF). Conditions: temperature 120 celsius. The product is C(C)(C)(C)OC(NCC#CC1=NC(=C2N=CN(C2=N1)[C@H]1[C@@H]([C@@H]([C@H](C1)NC(CO)=O)O)O)N[C@@H](CC1=CC=CC=C1)CO)=O ({3-[9-[(1R,2S,3R,4S)-2,3-Dihydroxy-4-(2-hydroxy-acetylamino)-cyclopentyl]-6-((S)-1-hydroxymethyl-2-phenyl-ethylamino)-9H-purin-2-yl]-prop-2-ynyl}-carbamic acid tert-butyl ester). RXN SMILES: [CH2:1]([C@H:8]([NH:11][C:12]1[N:20]=[C:19](Cl)[N:18]=[C:17]2[C:13]=1[N:14]=[CH:15][N:16]2[C@@H:22]1[CH2:26][C@H:25]([NH:27][C:28](=[O:31])[CH2:29][OH:30])[C@@H:24]([OH:32])[C@H:23]1[OH:33])[CH2:9][OH:10])[C:2]1[CH:7]=[CH:6][CH:5]=[CH:4][CH:3]=1.[C:34]([O:38][C:39](=[O:44])[NH:40][CH2:41][C:42]#[CH:43])([CH3:37])([CH3:36])[CH3:35].C1(P(C2C=CC=CC=2)C2C=CC=CC=2)C=CC=CC=1>C(NCC)C.CN(C=O)C.[Cu]I.Cl[Pd](Cl)([P](C1C=CC=CC=1)(C1C=CC=CC=1)C1C=CC=CC=1)[P](C1C=CC=CC=1)(C1C=CC=CC=1)C1C=CC=CC=1>[C:34]([O:38][C:39](=[O:44])[NH:40][CH2:41][C:42]#[C:43][C:19]1[N:18]=[C:17]2[C:13]([N:14]=[CH:15][N:16]2[C@@H:22]2[CH2:26][C@H:25]([NH:27][C:28](=[O:31])[CH2:29][OH:30])[C@@H:24]([OH:32])[C@H:23]2[OH:33])=[C:12]([NH:11][C@H:8]([CH2:9][OH:10])[CH2:1][C:2]2[CH:7]=[CH:6][CH:5]=[CH:4][CH:3]=2)[N:20]=1)([CH3:37])([CH3:36])[CH3:35] |^1:78,97|. Reported procedure: N-{(1S,2R,3S,4R)-4-[6-((S)-1-Benzyl-2-hydroxy-ethylamino)-2-chloro-purin-9-yl]-2,3-dihydroxy-cyclopentyl}-2-hydroxy-acetamide (Intermediate GC) (1 eq.), prop-2-ynyl-carbamic acid tert-butyl ester (10 eq.), CuI (0.25 eq.), bis(triphenylphosphine)-palladium(II) chloride (0.25 eq.) and triphenylphosphine (0.5 eq.) are dissolved in diethylamine and DMF. The reaction mixture is heated in a microwave for 1 hour at 120° C. The title compound is obtained by column chromatography. The reactants are [BH4-], CCc1ccc(C(=O)c2cccnc2OCc2ccccc2)cc1, CCO, [Na+]. Product: CCc1ccc(C(O)c2cccnc2OCc2ccccc2)cc1. RXN SMILES: [BH4-:25].[CH2:1]([CH3:2])[c:3]1[cH:4][cH:5][c:6]([C:9](=[O:10])[c:11]2[c:12]([O:17][CH2:18][c:19]3[cH:20][cH:21][cH:22][cH:23][cH:24]3)[n:13][cH:14][cH:15][cH:16]2)[cH:7][cH:8]1.[CH3:27][CH2:28][OH:29].[Na+:26]>>[CH2:1]([CH3:2])[c:3]1[cH:4][cH:5][c:6]([CH:9]([OH:10])[c:11]2[c:12]([O:17][CH2:18][c:19]3[cH:20][cH:21][cH:22][cH:23][cH:24]3)[n:13][cH:14][cH:15][cH:16]2)[cH:7][cH:8]1. Starting materials: CN1C(CC[C@@]2(C3=C(CC[C@@H]12)C=C(C=C3)Br)C)=O ((+)-(4aR)-(10bR)-4-methyl-8-bromo-10b-methyl-1,2,3,4,4a,5,6,10b-octahydrobenzo[f]quinolin-3-one), ClC1=C(C=C(C=C1)C(F)(F)F)B(O)O (2-chloro-5-trifluoromethylphenylboronic acid), C([O-])([O-])=O.[Na+].[Na+] (sodium carbonate), C1CCOC1 (THF). Reagents/catalysts: [Pd].C1(=CC=CC=C1)P(C1=CC=CC=C1)C1=CC=CC=C1.C1(=CC=CC=C1)P(C1=CC=CC=C1)C1=CC=CC=C1.C1(=CC=CC=C1)P(C1=CC=CC=C1)C1=CC=CC=C1.C1(=CC=CC=C1)P(C1=CC=CC=C1)C1=CC=CC=C1 (tetrakis(triphenylphosphine) palladium (0)). Solvent: C(Cl)(Cl)Cl (chloroform). The product is CN1C(CC[C@@]2(C3=C(CC[C@@H]12)C=C(C=C3)C3=C(C=CC(=C3)C(F)(F)F)Cl)C)=O ((+)-(4aR)-(10bR)-4-methyl-8-(2-chloro-5-trifluoromethylphenyl)-10b-methyl-1,2,3,4,4a,5,6,10b-octahydrobenzo[f]-quinolin-3-one). Isolated yield 64.1%. As a reaction SMILES: [CH3:1][N:2]1[C@H:11]2[C@@:6]([CH3:17])([C:7]3[CH:15]=[CH:14][C:13](Br)=[CH:12][C:8]=3[CH2:9][CH2:10]2)[CH2:5][CH2:4][C:3]1=[O:18].[Cl:19][C:20]1[CH:25]=[CH:24][C:23]([C:26]([F:29])([F:28])[F:27])=[CH:22][C:21]=1B(O)O.C(=O)([O-])[O-].[Na+].[Na+].C1COCC1>C(Cl)(Cl)Cl.[Pd].C1(P(C2C=CC=CC=2)C2C=CC=CC=2)C=CC=CC=1.C1(P(C2C=CC=CC=2)C2C=CC=CC=2)C=CC=CC=1.C1(P(C2C=CC=CC=2)C2C=CC=CC=2)C=CC=CC=1.C1(P(C2C=CC=CC=2)C2C=CC=CC=2)C=CC=CC=1>[CH3:1][N:2]1[C@H:11]2[C@@:6]([CH3:17])([C:7]3[CH:15]=[CH:14][C:13]([C:21]4[CH:22]=[C:23]([C:26]([F:28])([F:29])[F:27])[CH:24]=[CH:25][C:20]=4[Cl:19])=[CH:12][C:8]=3[CH2:9][CH2:10]2)[CH2:5][CH2:4][C:3]1=[O:18] |f:2.3.4,7.8.9.10.11|. Reported procedure: A 15 mL round bottom flask was charged with (+)-(4aR)-(10bR)-4-methyl-8-bromo-10b-methyl-1,2,3,4,4a,5,6,10b-octahydrobenzo[f]quinolin-3-one (200 mg, 0.65 mmol), tetrakis(triphenylphosphine) palladium (0) (23 mg, 0.02 mmol), 2-chloro-5-trifluoromethylphenylboronic acid (175 mg, 0.78 mmol), 0.65 mL of 2M sodium carbonate solution and 2 mL of THF, fitted with a reflux condenser, and the stirred mixture was heated at 80°, under nitrogen, for 24 h. The mixture was cooled, diluted with chloroform (50 ... Starting materials: CC(C)(C)[O-], Cc1ccccc1, N#Cc1ccc(Cl)cc1, NCc1ccccc1, [Na+]. Product: N#Cc1ccc(NCc2ccccc2)cc1. Reaction SMILES: [CH3:18][C:19]([CH3:20])([O-:21])[CH3:22].[CH3:24][c:25]1[cH:26][cH:27][cH:28][cH:29][cH:30]1.[Cl:1][c:2]1[cH:3][cH:4][c:5]([C:6]#[N:7])[cH:8][cH:9]1.[NH2:10][CH2:11][c:12]1[cH:13][cH:14][cH:15][cH:16][cH:17]1.[Na+:23]>>[c:2]1([NH:10][CH2:11][c:12]2[cH:13][cH:14][cH:15][cH:16][cH:17]2)[cH:3][cH:4][c:5]([C:6]#[N:7])[cH:8][cH:9]1.